From a dataset of the Open Reaction Database (ORD), a public repository of structured organic reaction records. describe an organic reaction: reactants, conditions, products, and yield The reactants are C(C)O (ethanol), Cl (HCl), alcohol, alcohol, C(C)=O (acetaldehyde), C(C)=O (acetaldehyde), C[O-].[Na+] (sodium methoxide), C(C)C1CNC(O1)=O (5-Ethyl-2-oxazolidinone). Run at time 2 hour. Yields the product C(C)OC(C)N1C(OC(C1)CC)=O (3-(1-ethoxyethyl)-5-ethyl-2-oxazolidinone). RXN SMILES: Cl.[CH:2](=[O:4])[CH3:3].[CH2:5]([CH:7]1[O:11][C:10](=[O:12])[NH:9][CH2:8]1)[CH3:6].C[O-].[Na+].[CH2:16](O)[CH3:17]>>[CH2:2]([O:4][CH:16]([N:9]1[CH2:8][CH:7]([CH2:5][CH3:6])[O:11][C:10]1=[O:12])[CH3:17])[CH3:3] |f:3.4|. Procedure: In a three-necked flask equipped with a mechanical stirrer and reflux condenser, ethanol is acidified to a pH of 0.5-1.5 with 8 percent methanolic HCl. To the cooled alcohol is added acetaldehyde. The addition is so conducted that the temperature of the mixture stays under 40° C. The solution is stirred at room temperature for 2 hours after the completion of addition. The mole ratio of alcohol to acetaldehyde is about 1.5:1. 5-Ethyl-2-oxazolidinone (mole ratio of acetaldehyde to 2-oxazolidinone ... Reactants: C1(CCCCC1)N=C=NC1CCCCC1 (dicyclohexylcarbodiimide), CN(C=O)C (dimethylformamide), O[C@H]1[C@H](C(OC=2C1=C1N(C3=CC=C4C(=C3C(C1=C(C2)OC)=O)C=CC=C4)C)(C)C)O ((±)-Cis-1,2-Dihydroxy-6-methoxy-3,3,14-trimethyl-1,2,3,14-tetrahydro-7H-benzo[a]pyrano[3,2-h]acridin-7-one), C(C)(C)(C)OC(=O)NCC(=O)O (2-[(tert-butoxycarbonyl)amino]acetic acid). Conditions: temperature 0 celsius, time 16 hour. Product: C(C)(C)(C)OC(=O)NCC(=O)O[C@@H]1[C@@H](C2=C3N(C4=CC=C5C(=C4C(C3=C(C=C2OC1(C)C)OC)=O)C=CC=C5)C)OC(C)=O ((±)-cis-1-(Acetyloxy)-6-methoxy-3,3,14-trimethyl-7-oxo-2,3,7,14-tetrahydro-1H-benzo[α]pyrano[3,2-h]acridin-2-yl [(tert-butoxycarbonyl)amino]acetate). As a reaction SMILES: C1(N=C=N[CH:10]2[CH2:15]CCCC2)CCCCC1.[OH:16][C@@H:17]1[C:22]2=[C:23]3[C:32](=[C:33]([O:35][CH3:36])[CH:34]=[C:21]2[O:20][C:19]([CH3:44])([CH3:43])[C@@H:18]1[OH:45])[C:31](=[O:37])[C:30]1[C:25](=[CH:26][CH:27]=[C:28]2[CH:41]=[CH:40][CH:39]=[CH:38][C:29]2=1)[N:24]3[CH3:42].[C:46]([O:50][C:51]([NH:53][CH2:54][C:55]([OH:57])=O)=[O:52])([CH3:49])([CH3:48])[CH3:47].CN(C)C=[O:61]>>[C:46]([O:50][C:51]([NH:53][CH2:54][C:55]([O:45][C@H:18]1[C:19]([CH3:43])([CH3:44])[O:20][C:21]2[C:22](=[C:23]3[C:32](=[C:33]([O:35][CH3:36])[CH:34]=2)[C:31](=[O:37])[C:30]2[C:25](=[CH:26][CH:27]=[C:28]4[CH:41]=[CH:40][CH:39]=[CH:38][C:29]4=2)[N:24]3[CH3:42])[C@H:17]1[O:16][C:15](=[O:61])[CH3:10])=[O:57])=[O:52])([CH3:47])([CH3:48])[CH3:49]. Reported procedure: Slowly add 0.6 mmol of dicyclohexylcarbodiimide to a solution, at 0° C., of 0.5 mmol of the compound of Example 4 and 0.5 mmol of 2-[(tert-butoxycarbonyl)amino]acetic acid in 10 ml of dimethylformamide. The reaction mixture is maintained at 0° C. for 5 hours and then at ambient temperature for 16 hours. After filtration and evaporation under reduced pressure, the residue is dissolved in 2 ml of anhydrous pyridine; 2 ml of acetic anhydride are added, and the mixture is stirred for 48 hours at amb... Starting materials: BrC=1C=CC2=C(CC(C3=C(N(C2)C(C)=O)C=CC=C3)O)C1 (1-(9-Bromo-1 2-hydroxy-11,12-dihydro-6H-dibenzo[b,f]azocin-5-yl)-ethanone). The reagents and catalysts are O=[Mn]=O (MnO2), O=[Mn]=O (MnO2). Solvent: CO (MeOH). Conditions: time 36 hour. The product is BrC=1C=CC2=C(CC(C3=C(NC2)C=CC=C3)=O)C1 (9-Bromo-6,11-dihydro-5H-dibenzo[b,f]azocin-12-one). Yield: 49.0%. Reaction SMILES: [Br:1][C:2]1[CH:3]=[CH:4][C:5]2[CH2:12][N:11](C(=O)C)[C:10]3[CH:16]=[CH:17][CH:18]=[CH:19][C:9]=3[CH:8]([OH:20])[CH2:7][C:6]=2[CH:21]=1>CO.O=[Mn]=O>[Br:1][C:2]1[CH:3]=[CH:4][C:5]2[CH2:12][NH:11][C:10]3[CH:16]=[CH:17][CH:18]=[CH:19][C:9]=3[C:8](=[O:20])[CH2:7][C:6]=2[CH:21]=1. Procedure details: To a solution of 1-(9-Bromo-1 2-hydroxy-11,12-dihydro-6H-dibenzo[b,f]azocin-5-yl)-ethanone (prepared similar to Example 1E using the appropriate starting materials) (50 mg, 0.17 mmol) in MeOH (5 mL) was added MnO2 (72 mg, 0.83 mmol). The mixture was stirred under argon for 36 hours, filtered, and the filtrate was concentrated. The resulting residue was dissolved in THF (5 mL), MnO2 (144 mg, 1.66 mmol) was added, and the resulting mixture was stirred at room temperature overnight. The suspension ... Reactants: O=C([O-])[O-], CN(C)C=O, CI, [K+], [K+], O, O=Cc1cc(-n2ncnn2)ccc1O. The product is COc1ccc(-n2ncnn2)cc1C=O. As a reaction SMILES: [C:1](=[O:2])([O-:3])[O-:4].[CH3:23][N:24]([CH3:25])[CH:26]=[O:27].[CH3:7][I:8].[K+:5].[K+:6].[OH2:28].[OH:9][c:10]1[c:11]([CH:12]=[O:13])[cH:14][c:15](-[n:18]2[n:19][cH:20][n:21][n:22]2)[cH:16][cH:17]1>>[CH3:1][O:9][c:10]1[c:11]([CH:12]=[O:13])[cH:14][c:15](-[n:18]2[n:19][cH:20][n:21][n:22]2)[cH:16][cH:17]1. The reactants are CCc1ccc(C(Oc2ccc3c(cnn3-c3ccc(F)cc3)c2)C(C)N)cc1, CC(C)(C)C(=O)Cl. Product: CCc1ccc(C(Oc2ccc3c(cnn3-c3ccc(F)cc3)c2)C(C)NC(=O)C(C)(C)C)cc1. Reaction SMILES: [CH2:1]([CH3:2])[c:3]1[cH:4][cH:5][c:6]([CH:9]([CH:10]([CH3:11])[NH2:12])[O:13][c:14]2[cH:15][c:16]3[cH:17][n:18][n:19](-[c:23]4[cH:24][cH:25][c:26]([F:29])[cH:27][cH:28]4)[c:20]3[cH:21][cH:22]2)[cH:7][cH:8]1.[CH3:30][C:31]([C:32](=[O:33])[Cl:34])([CH3:35])[CH3:36]>>[CH2:1]([CH3:2])[c:3]1[cH:4][cH:5][c:6]([CH:9]([CH:10]([CH3:11])[NH:12][C:32]([C:31]([CH3:30])([CH3:35])[CH3:36])=[O:33])[O:13][c:14]2[cH:15][c:16]3[cH:17][n:18][n:19](-[c:23]4[cH:24][cH:25][c:26]([F:29])[cH:27][cH:28]4)[c:20]3[cH:21][cH:22]2)[cH:7][cH:8]1. Reported procedure: To a solution of 1-[2-[5-[3, 5-di-tert-butyl-4-{(2-methoxyethoxy)methoxy}phenyl]-(2E, 4E)-2, 4-pentadienoylamino]ethyl]-4-(3-indolyl)piperidine (0.5 g) in methanol (5 ml) was added dropwise methanesulfonic acid (0.26 ml) at 18°-25° C. After 2 hours the reaction mixture was adjusted to pH 7.5 with 2N-sodium hydroxide and then poured into saturated sodium bicarbonate solution (50 ml). The resulting precipitate was collected and washed with water. The precipitate was subjected to column chromatogra... The yield is 65.3%. Run in CO (methanol). Yields the product C(C)(C)(C)C=1C=C(C=C(C1O)C(C)(C)C)/C=C/C=C/C(=O)NCCN1CCC(CC1)C1=CNC2=CC=CC=C12 (1-[2-{5-(3, 5-di-tert-butyl-4-hydroxyphenyl)-(2E, 4E)-2, 4-pentadienoylamino}ethyl]-4-(3-indolyl)piperidine). Starting materials: C(C)(C)(C)C=1C=C(C=C(C1OCOCCOC)C(C)(C)C)/C=C/C=C/C(=O)NCCN1CCC(CC1)C1=CNC2=CC=CC=C12 (1-[2-[5-[3, 5-di-tert-butyl-4-{(2-methoxyethoxy)methoxy}phenyl]-(2E, 4E)-2, 4-pentadienoylamino]ethyl]-4-(3-indolyl)piperidine), CS(=O)(=O)O (methanesulfonic acid), C([O-])(O)=O.[Na+] (sodium bicarbonate), [OH-].[Na+] (sodium hydroxide). Reaction SMILES: [C:1]([C:5]1[CH:6]=[C:7](/[CH:22]=[CH:23]/[CH:24]=[CH:25]/[C:26]([NH:28][CH2:29][CH2:30][N:31]2[CH2:36][CH2:35][CH:34]([C:37]3[C:45]4[C:40](=[CH:41][CH:42]=[CH:43][CH:44]=4)[NH:39][CH:38]=3)[CH2:33][CH2:32]2)=[O:27])[CH:8]=[C:9]([C:18]([CH3:21])([CH3:20])[CH3:19])[C:10]=1[O:11]COCCOC)([CH3:4])([CH3:3])[CH3:2].CS(O)(=O)=O.[OH-].[Na+].C(=O)(O)[O-].[Na+]>CO>[C:18]([C:9]1[CH:8]=[C:7](/[CH:22]=[CH:23]/[CH:24]=[CH:25]/[C:26]([NH:28][CH2:29][CH2:30][N:31]2[CH2:36][CH2:35][CH:34]([C:37]3[C:45]4[C:40](=[CH:41][CH:42]=[CH:43][CH:44]=4)[NH:39][CH:38]=3)[CH2:33][CH2:32]2)=[O:27])[CH:6]=[C:5]([C:1]([CH3:4])([CH3:3])[CH3:2])[C:10]=1[OH:11])([CH3:19])([CH3:20])[CH3:21] |f:2.3,4.5|. Starting materials: CCOC(=O)C(C#N)CCCCCc1ccc(Cl)cc1, O. Yields the product CCOC(=O)C(CCCCCc1ccc(Cl)cc1)C(N)=O. Reaction SMILES: [Cl:1][c:2]1[cH:3][cH:4][c:5]([CH2:8][CH2:9][CH2:10][CH2:11][CH2:12][CH:13]([C:14](=[O:15])[O:16][CH2:17][CH3:18])[C:19]#[N:20])[cH:6][cH:7]1.[OH2:21]>>[Cl:1][c:2]1[cH:3][cH:4][c:5]([CH2:8][CH2:9][CH2:10][CH2:11][CH2:12][CH:13]([C:14](=[O:15])[O:16][CH2:17][CH3:18])[C:19]([NH2:20])=[O:21])[cH:6][cH:7]1.